This data is from the Open Reaction Database (ORD), a public repository of structured organic reaction records. The task is: describe an organic reaction: reactants, conditions, products, and yield Starting materials: n1cc(OC(=O)N(C)C)c([Si](C)(C)C)c(cccc2)c12 (substrate), Cl[Mg]C[Si](C)(C)C (effective_coupling_partner). Conditions: temperature 25 celsius, time 16 hour. Yields the product n1cc(C[Si](C)(C)C)c([Si](C)(C)C)c(cccc2)c12. The reactants are CC(=O)OO, CCO, CC(=O)O, Nc1cc(Cl)nc(N)n1. The product is Nc1cc(Cl)nc(N)[n+]1[O-]. As a reaction SMILES: [C:13]([O:14][OH:15])(=[O:16])[CH3:17].[CH3:10][CH2:11][OH:12].[CH3:18][C:19](=[O:20])[OH:21].[NH2:1][c:2]1[n:3][c:4]([Cl:9])[cH:5][c:6]([NH2:8])[n:7]1>>[NH2:1][c:2]1[n:3][c:4]([Cl:9])[cH:5][c:6]([NH2:8])[n+:7]1[O-:12]. The reactants are C(C)(=O)OC[C@@H]1N(CC[C@H]1C1=C(C(=C(C=C1OC)OC)C(C)=O)OC(C1=CC(=CC=C1)Cl)=O)C ((+)-trans-3-Chloro-benzoic acid 2-(2-acetoxymethyl-1-methyl-pyrrolidin-3-yl)-6-acetyl-3,5-dimethoxy-phenyl ester), C1CCOC1 (THF), Cl (HCl), [Li]CCCC (n-BuLi), C1CCOC1 (THF), C[Si](N[Si](C)(C)C)(C)C (hexamethyldisilazane), C([O-])(O)=O.[Na+] (sodium bicarbonate). Run at temperature 0 celsius, time 15 minute. Product: ClC=1C=C(C=CC1)C(CC(=O)C=1C(=C(C(=CC1OC)OC)C1C(N(CC1)C)COC(C)=O)O)=O (acetic acid 3-{3-[3-(3-chloro-phenyl)-3-oxo-propionyl]-2-hydroxy-4,6-dimethoxy-phenyl}-1-methyl-pyrrolidin-2-ylmethyl ester). As a reaction SMILES: [Li][CH2:2][CH2:3][CH2:4]C.C[Si](C)(C)N[Si](C)(C)C.[C:15]([O:18][CH2:19][C@H:20]1[C@H:24]([C:25]2[C:30]([O:31][CH3:32])=[CH:29][C:28]([O:33][CH3:34])=[C:27]([C:35](=[O:37])[CH3:36])[C:26]=2[O:38]C(=O)C2C=CC=C(Cl)C=2)[CH2:23][CH2:22][N:21]1[CH3:48])(=[O:17])[CH3:16].[ClH:49].C(=O)(O)[O-].[Na+].[CH2:55]1[CH2:59][O:58][CH2:57][CH2:56]1>>[Cl:49][C:3]1[CH:4]=[C:55]([C:59](=[O:58])[CH2:36][C:35]([C:27]2[C:26]([OH:38])=[C:25]([CH:24]3[CH2:23][CH2:22][N:21]([CH3:48])[CH:20]3[CH2:19][O:18][C:15](=[O:17])[CH3:16])[C:30]([O:31][CH3:32])=[CH:29][C:28]=2[O:33][CH3:34])=[O:37])[CH:56]=[CH:57][CH:2]=1 |f:4.5|. Procedure details: To a solution of n-BuLi (15% solution in hexane, 8.2 mL, 19.25 mmol) in THF (30 mL), maintained at 0° C. under nitrogen atmosphere, hexamethyldisilazane (4.06 mL, 19.9 mmol) was added drop wise and stirred for 15 minutes. To this, a solution of compound of example 31 (3.8 g, 7.75 mmol) in THF (30 mL) was added drop wise, maintaining the temperature at 0° C. After the addition, the reaction was allowed to warm to room temperature and stirred for 2.5 hours. The reaction mixture was acidified with ... Reactants: P([O-])([O-])=O (phosphonate), C(CCC)[Li] (n-butyllithium), methyl 2-phenoxy acetate, CP(OC)(OC)=O (dimethyl methylphosphonate), O1CCCC1 (tetrahydrofuran), C(C)(=O)O (acetic acid). Solvent: CCCCCC (hexane). Conditions: time 5 minute. The product is O=C(CP(OC)(OC)=O)COC1=CC=CC=C1 (dimethyl 2-oxo-3-phenoxypropylphosphonate). RXN SMILES: [CH3:1][P:2](=[O:7])([O:5][CH3:6])[O:3][CH3:4].P(=O)([O-])[O-].[CH2:12]([Li])[CH2:13][CH2:14][CH3:15].[C:17]([OH:20])(=O)[CH3:18].[O:21]1CC[CH2:23][CH2:22]1>CCCCCC>[O:21]=[C:22]([CH2:23][O:20][C:17]1[CH:18]=[CH:15][CH:14]=[CH:13][CH:12]=1)[CH2:1][P:2](=[O:7])([O:5][CH3:6])[O:3][CH3:4]. Procedure: A solution of 33.2 g (268 mmoles) dimethyl methylphosphonate (Aldrich) in 360 ml dry tetrahydrofuran was cooled to -78° in a dry nitrogen atmosphere. To the stirred phosphonate solution was added 118 ml of 2.34 M n-butyllithium in hexane solution (Alfa Inorganics, Inc.) dropwise over a period of 18 minutes at such a rate that the reaction temperature never rose above -65°. After an additional 5 minutes stirring at -78°, 22.2 g (134 mmole) methyl 2-phenoxy acetate was added dropwise at a rate tha... Reactants: FC1=C(C=C(C(=C1)[N+](=O)[O-])F)C(C(=O)OCC)C(=O)OCC (diethyl (2,5-difluoro-4-nitrophenyl)propanedioate), Cl (HCl). Conditions: temperature 120 celsius, time 8 hour. Procedure: A mixture of diethyl (2,5-difluoro-4-nitrophenyl)propanedioate (700 mg, 2.2 mmol) with HOAc (10 mL) and HCl (6 N, 10 mL) was heated under N2 at 120° C. for 2.5 hours and then allowed to cool and stirred overnight. Most of the solvent was removed by evaporation and then water was added. The mixture was extracted with EtOAc. The organic layer washed with brine, dried over anhydrous Na2SO4 and concentrated to give (2,5-difluoro-4-nitrophenyl)acetic acid. Reaction SMILES: [F:1][C:2]1[CH:7]=[C:6]([N+:8]([O-:10])=[O:9])[C:5]([F:11])=[CH:4][C:3]=1[CH:12](C(OCC)=O)[C:13]([O:15]CC)=[O:14].Cl>CC(O)=O>[F:1][C:2]1[CH:7]=[C:6]([N+:8]([O-:10])=[O:9])[C:5]([F:11])=[CH:4][C:3]=1[CH2:12][C:13]([OH:15])=[O:14]. The product is FC1=C(C=C(C(=C1)[N+](=O)[O-])F)CC(=O)O ((2,5-difluoro-4-nitrophenyl)acetic acid). Solvent: CC(=O)O (HOAc). Reactants: CS(=O)(=O)OCC1(F)CCN(C(=O)OCc2ccccc2)CC1, [N-]=[N+]=[N-], [Na+], CN(C)C=O. Yields the product [N-]=[N+]=NCC1(F)CCN(C(=O)OCc2ccccc2)CC1. Reaction SMILES: [F:1][C:2]1([CH2:18][O:19][S:20]([CH3:21])(=[O:22])=[O:23])[CH2:3][CH2:4][N:5]([C:8](=[O:9])[O:10][CH2:11][c:12]2[cH:13][cH:14][cH:15][cH:16][cH:17]2)[CH2:6][CH2:7]1.[N-:24]=[N+:25]=[N-:26].[Na+:27].[O:28]=[CH:29][N:30]([CH3:31])[CH3:32]>>[F:1][C:2]1([CH2:18][N:24]=[N+:25]=[N-:26])[CH2:3][CH2:4][N:5]([C:8](=[O:9])[O:10][CH2:11][c:12]2[cH:13][cH:14][cH:15][cH:16][cH:17]2)[CH2:6][CH2:7]1.